Dataset: the Open Reaction Database (ORD), a public repository of structured organic reaction records. Task: describe an organic reaction: reactants, conditions, products, and yield Starting materials: CCCc1nc(C)c(Br)c(=O)n1Cc1ccc(-c2ccccc2C#N)cc1, O=C([O-])[O-], C1COCCO1, CC1(C)Cc2cc(B(O)O)ccc2O1, CCOC(C)=O, [Cs+], [Cs+]. The product is CCCc1nc(C)c(-c2ccc3c(c2)CC(C)(C)O3)c(=O)n1Cc1ccc(-c2ccccc2C#N)cc1. RXN SMILES: [Br:1][c:2]1[c:3]([CH3:27])[n:4][c:5]([CH2:24][CH2:25][CH3:26])[n:6]([CH2:9][c:10]2[cH:11][cH:12][c:13](-[c:16]3[c:17]([C:22]#[N:23])[cH:18][cH:19][cH:20][cH:21]3)[cH:14][cH:15]2)[c:7]1=[O:8].[C:42](=[O:43])([O-:44])[O-:45].[CH2:48]1[O:49][CH2:50][CH2:51][O:52][CH2:53]1.[CH3:28][C:29]1([CH3:41])[O:30][c:31]2[c:32]([cH:34][c:35]([B:38]([OH:39])[OH:40])[cH:36][cH:37]2)[CH2:33]1.[CH3:54][CH2:55][O:56][C:57](=[O:58])[CH3:59].[Cs+:46].[Cs+:47]>>[c:2]1(-[c:35]2[cH:34][c:32]3[c:31]([cH:37][cH:36]2)[O:30][C:29]([CH3:28])([CH3:41])[CH2:33]3)[c:3]([CH3:27])[n:4][c:5]([CH2:24][CH2:25][CH3:26])[n:6]([CH2:9][c:10]2[cH:11][cH:12][c:13](-[c:16]3[c:17]([C:22]#[N:23])[cH:18][cH:19][cH:20][cH:21]3)[cH:14][cH:15]2)[c:7]1=[O:8]. The reactants are ClC=1C=C2C=CC(=CC2=CC1)S(=O)(=O)N1CCN(CC1)C(=O)C=1N=NC(=CC1)Cl (1-(6-chloronaphthalene-2-sulfonyl)-4-(6-chloropyridazin-3-ylcarbonyl)piperazine), CN1CCNCCC1 (1-methylhexahydro-1,4-diazepine), N1=CC=CC=C1 (pyridine). Run in CS(=O)C (DMSO), C(C)(=O)OCC (ethyl acetate). Run at temperature 80 celsius. Yields the product O.ClC=1C=C2C=CC(=CC2=CC1)S(=O)(=O)N1CCN(CC1)C(=O)C=1N=NC(=CC1)N1CCN(CCC1)C.ClC=1C=C2C=CC(=CC2=CC1)S(=O)(=O)N1CCN(CC1)C(=O)C=1N=NC(=CC1)N1CCN(CCC1)C (1-(6-Chloronaphthalen-2-ylsulfonyl)-4-[6-(4-methyl-hexahydro-1,4-diazepin-1-yl)pyridazin-3-ylcarbonyl]-piperazine Hemihydrate). Isolated yield 62.9%. As a reaction SMILES: [Cl:1][C:2]1[CH:3]=[C:4]2[C:9](=[CH:10][CH:11]=1)[CH:8]=[C:7]([S:12]([N:15]1[CH2:20][CH2:19][N:18]([C:21]([C:23]3[N:24]=[N:25][C:26](Cl)=[CH:27][CH:28]=3)=[O:22])[CH2:17][CH2:16]1)(=[O:14])=[O:13])[CH:6]=[CH:5]2.[CH3:30][N:31]1[CH2:37][CH2:36][CH2:35][NH:34][CH2:33][CH2:32]1.N1C=CC=CC=1>CS(C)=O.C(OCC)(=O)C>[OH2:13].[Cl:1][C:2]1[CH:3]=[C:4]2[C:9](=[CH:10][CH:11]=1)[CH:8]=[C:7]([S:12]([N:15]1[CH2:20][CH2:19][N:18]([C:21]([C:23]3[N:24]=[N:25][C:26]([N:34]4[CH2:35][CH2:36][CH2:37][N:31]([CH3:30])[CH2:32][CH2:33]4)=[CH:27][CH:28]=3)=[O:22])[CH2:17][CH2:16]1)(=[O:14])=[O:13])[CH:6]=[CH:5]2.[Cl:1][C:2]1[CH:3]=[C:4]2[C:9](=[CH:10][CH:11]=1)[CH:8]=[C:7]([S:12]([N:15]1[CH2:20][CH2:19][N:18]([C:21]([C:23]3[N:24]=[N:25][C:26]([N:34]4[CH2:35][CH2:36][CH2:37][N:31]([CH3:30])[CH2:32][CH2:33]4)=[CH:27][CH:28]=3)=[O:22])[CH2:17][CH2:16]1)(=[O:14])=[O:13])[CH:6]=[CH:5]2 |f:5.6.7|. Procedure details: A mixture of 1-(6-chloronaphthalene-2-sulfonyl)-4-(6-chloropyridazin-3-ylcarbonyl)piperazine (0.2 g, 0.443 mmol), 1-methylhexahydro-1,4-diazepine (0.166 mL, 1.33 mmol) and pyridine (0.11 mL, 1.33 mmol) in DMSO (5 mL) was heated in a sealed tube at 80° C. overnight. The reaction mixture was cooled to room temperature, diluted with ethyl acetate (500 mL), washed with saturated sodium bicarbonate (200 mL), water (2×150 mL) and brine, and dried over sodium sulfate. After filtration and evaporation o... Reported procedure: A solution of 2-(ethylsulfonyl)-6-methyl-4-morpholin-4-yl-benzonitrile (0.50 g, 1.70 mmol) in concentrated sulfuric acid (4 ml) is stirred at 100° C. for 1.5 h. After completion of reaction (monitored by TLC), the reaction mixture is diluted with water (30 ml), basified with aqueous ammonia, and extracted with ethyl acetate (3×15 ml). The organic layer is washed with water (20 ml), brine (15 ml), dried over anhydrous sodium sulfate and evaporated to get 2-(ethylsulfonyl)-6-methyl-4-morpholin-4-y... Reactants: C(C)S(=O)(=O)C1=C(C#N)C(=CC(=C1)N1CCOCC1)C (2-(ethylsulfonyl)-6-methyl-4-morpholin-4-yl-benzonitrile), S(O)(O)(=O)=O (sulfuric acid), N (ammonia). Product: C(C)S(=O)(=O)C1=C(C(=O)N)C(=CC(=C1)N1CCOCC1)C (2-(ethylsulfonyl)-6-methyl-4-morpholin-4-yl-benzamide). RXN SMILES: [CH2:1]([S:3]([C:6]1[CH:13]=[C:12]([N:14]2[CH2:19][CH2:18][O:17][CH2:16][CH2:15]2)[CH:11]=[C:10]([CH3:20])[C:7]=1[C:8]#[N:9])(=[O:5])=[O:4])[CH3:2].N.S(=O)(=O)(O)[OH:23]>O>[CH2:1]([S:3]([C:6]1[CH:13]=[C:12]([N:14]2[CH2:15][CH2:16][O:17][CH2:18][CH2:19]2)[CH:11]=[C:10]([CH3:20])[C:7]=1[C:8]([NH2:9])=[O:23])(=[O:5])=[O:4])[CH3:2]. The solvent is O (water). The reactants are [Si](C1=CC=CC=C1)(C1=CC=CC=C1)(C(C)(C)C)OCCCCC(=O)C=1C=NC=CC1 (5-(t-butyldiphenylsilyloxy)-1-(3-pyridyl)pentan-1-one), [Si](C)(C)(C(C)(C)C)OCC=O (t-butyldimethylsilyloxy acetaldehyde), C[Si](N[Si](C)(C)C)(C)C (hexamethyldisilazane), solution, C(CCC)[Li] (n-butyllithium). Run in O1CCCC1 (tetrahydrofuran), O1CCCC1 (tetrahydrofurane), O1CCCC1 (tetrahydrofuran), CCCCCC (hexane). Run at temperature 0 celsius. The product is [Si](C)(C)(C(C)(C)C)OCC(C(CCCO[Si](C1=CC=CC=C1)(C1=CC=CC=C1)C(C)(C)C)C(C1=CN=CC=C1)=O)O (1-(t-butyldimethylsilyloxy)-6-(t-butyldiphenylsilyloxy)-3-nicotinoylhexan-2-ol). RXN SMILES: C[Si](C)(C)N[Si](C)(C)C.C([Li])CCC.[Si:15]([O:32][CH2:33][CH2:34][CH2:35][CH2:36][C:37]([C:39]1[CH:40]=[N:41][CH:42]=[CH:43][CH:44]=1)=[O:38])([C:28]([CH3:31])([CH3:30])[CH3:29])([C:22]1[CH:27]=[CH:26][CH:25]=[CH:24][CH:23]=1)[C:16]1[CH:21]=[CH:20][CH:19]=[CH:18][CH:17]=1.[Si:45]([O:52][CH2:53][CH:54]=[O:55])([C:48]([CH3:51])([CH3:50])[CH3:49])([CH3:47])[CH3:46]>O1CCCC1.CCCCCC>[Si:45]([O:52][CH2:53][CH:54]([OH:55])[CH:36]([C:37](=[O:38])[C:39]1[CH:44]=[CH:43][CH:42]=[N:41][CH:40]=1)[CH2:35][CH2:34][CH2:33][O:32][Si:15]([C:28]([CH3:29])([CH3:30])[CH3:31])([C:22]1[CH:27]=[CH:26][CH:25]=[CH:24][CH:23]=1)[C:16]1[CH:17]=[CH:18][CH:19]=[CH:20][CH:21]=1)([C:48]([CH3:50])([CH3:51])[CH3:49])([CH3:47])[CH3:46]. Procedure: To a solution of 0.93 ml (0.0044 mole) of hexamethyldisilazane in 14 ml of tetrahydrofuran, 2.15 ml (0.0044 mole) of 2.06 molar solution of n-butyllithium in hexane is added dropwise with stirring under argon at 0° C. The mixture is cooled to -20° C. and a solution of 1.68 g (0.004 mole) of 5-(t-butyldiphenylsilyloxy)-1-(3-pyridyl)pentan-1-one in 10 ml of tetrahydrofuran is added dropwise over a period of 15 min. The mixture is stirred at -20° C. for 15 min and a solution of 0.74 g (0.0042 mole)... Reactants: NC1=C2C=C[C@H]3[C@@H]4CCC([C@@]4(C)CC[C@@H]3[C@]2(CCC1=O)C)=O (4-aminoandrost-4,6-dien-3,17-dione), liquid, N (ammonia), [Li] (lithium). The solvent is C(C)OCC (diethyl ether). Reaction conditions: time 30 minute. The product is NC1=C2CC[C@H]3[C@@H]4CCC([C@@]4(C)CC[C@@H]3[C@]2(CCC1=O)C)=O (4-aminoandrost-4-en-3,17-dione). The yield is 61.8%. RXN SMILES: [NH2:1][C:2]1[C:19](=[O:20])[CH2:18][CH2:17][C@@:16]2([CH3:21])[C:3]=1[CH:4]=[CH:5][C@@H:6]1[C@@H:15]2[CH2:14][CH2:13][C@@:11]2([CH3:12])[C@H:7]1[CH2:8][CH2:9][C:10]2=[O:22].N.[Li]>C(OCC)C>[NH2:1][C:2]1[C:19](=[O:20])[CH2:18][CH2:17][C@@:16]2([CH3:21])[C:3]=1[CH2:4][CH2:5][C@@H:6]1[C@@H:15]2[CH2:14][CH2:13][C@@:11]2([CH3:12])[C@H:7]1[CH2:8][CH2:9][C:10]2=[O:22] |^1:23|. Procedure details: To a stirred solution of 0.45 g of 4-aminoandrost-4,6-dien-3,17-dione in 20 ml of diethyl ether and 40 ml of liquid ammonia are added 0.28 g of lithium metal at small portions. The resulting blue reaction mixture is stirred for additional 30 minutes, quenched with absolute ethanol till the blue colour fades and allowed to reach the room temperature. The resulting residue is taken up with water, extracted with diethyl ether and purified as described in example 10. There are obtained 0.280 g of th... Reactants: C(C)(C)(C)C1=C(C=C(C=C1)CO)[N+](=O)[O-] (2-t-butyl-5-hydroxymethyl-l-nitrobenzene). Reagents/catalysts: [O-2].[O-2].[Mn+4] (manganese dioxide). Run in C(Cl)(Cl)Cl (chloroform). Run at time 1 hour. The product is C(C)(C)(C)C1=C(C=C(C=C1)C=O)[N+](=O)[O-] (2-t-Butyl-5-formyl-1-nitrobenzene). The yield is 94.4%. As a reaction SMILES: [C:1]([C:5]1[CH:10]=[CH:9][C:8]([CH2:11][OH:12])=[CH:7][C:6]=1[N+:13]([O-:15])=[O:14])([CH3:4])([CH3:3])[CH3:2]>C(Cl)(Cl)Cl.[O-2].[O-2].[Mn+4]>[C:1]([C:5]1[CH:10]=[CH:9][C:8]([CH:11]=[O:12])=[CH:7][C:6]=1[N+:13]([O-:15])=[O:14])([CH3:4])([CH3:2])[CH3:3] |f:2.3.4|. Reported procedure: 240 g of manganese dioxide were added to a solution of 30 g (0.14 mol) of 2-t-butyl-5-hydroxymethyl-l-nitrobenzene (prepared as described in Preparation 10) in 450 ml of chloroform, and the resulting mixture was stirred at room temperature for 1 hour. At the end of this time, the reaction mixture was filtered to remove manganese dioxide, and the filtrate was freed from the solvent by distillation under reduced pressure. The resulting residue was purified by column chromatography through silica g...